describe an organic reaction: reactants, conditions, products, and yield From a dataset of the Open Reaction Database (ORD), a public repository of structured organic reaction records. The reactants are Nc1cc(Cl)ccc1C(=O)O, Cl, Cl, C1CCOC1, O, NCCCc1cccnc1. Product: Nc1cc(Cl)ccc1C(=O)NCCCc1cccnc1. As a reaction SMILES: [Cl:1][c:2]1[cH:3][c:4]([NH2:11])[c:5]([C:6](=[O:7])[OH:8])[cH:9][cH:10]1.[ClH:17].[ClH:18].[O:12]1[CH2:13][CH2:14][CH2:15][CH2:16]1.[OH2:29].[n:19]1[cH:20][c:21]([CH2:25][CH2:26][CH2:27][NH2:28])[cH:22][cH:23][cH:24]1>>[Cl:1][c:2]1[cH:3][c:4]([NH2:11])[c:5]([C:6](=[O:8])[NH:28][CH2:27][CH2:26][CH2:25][c:21]2[cH:20][n:19][cH:24][cH:23][cH:22]2)[cH:9][cH:10]1. Reactants: O (water), C([O-])([O-])=O.[Cs+].[Cs+] (Cesium carbonate), CI (methyl iodide), NC1=C(C(=NN1CC1=CC=CC=C1)O)C1=CC2=C(OCO2)C=C1 (5-amino-4-(1,3-benzodioxol-5-yl)-1-benzyl-1H-pyrazol-3-ol). Run in CN(C=O)C (dimethylformamide). Run at time 10 hour. Yields the product O1COC2=C1C=CC(=C2)C=2C(=NN(C2N)CC2=CC=CC=C2)OC (4-(1,3-benzodioxol-5-yl)-1-benzyl-3-methoxy-1H-pyrazol-5-amine). The yield is 25.0%. RXN SMILES: [C:1](=O)([O-])[O-].[Cs+].[Cs+].CI.[NH2:9][C:10]1[N:14]([CH2:15][C:16]2[CH:21]=[CH:20][CH:19]=[CH:18][CH:17]=2)[N:13]=[C:12]([OH:22])[C:11]=1[C:23]1[CH:31]=[CH:30][C:26]2[O:27][CH2:28][O:29][C:25]=2[CH:24]=1.O>CN(C)C=O>[O:27]1[C:26]2[CH:30]=[CH:31][C:23]([C:11]3[C:12]([O:22][CH3:1])=[N:13][N:14]([CH2:15][C:16]4[CH:21]=[CH:20][CH:19]=[CH:18][CH:17]=4)[C:10]=3[NH2:9])=[CH:24][C:25]=2[O:29][CH2:28]1 |f:0.1.2|. Reported procedure: Cesium carbonate (1.05 g) and methyl iodide (0.46 g) were sequentially added at room temperature under an atmosphere of nitrogen to a solution of 5-amino-4-(1,3-benzodioxol-5-yl)-1-benzyl-1H-pyrazol-3-ol (1.0 g) (Preparation 59) in anhydrous dimethylformamide (10 ml). After 10 h, the reaction mixture was diluted water (100 ml) and the mixture was extracted with ether (3×100 ml). The organic fractions were washed with brine (100 ml), dried over magnesium sulfate, and concentrated under reduced pr...